From a dataset of the Open Reaction Database (ORD), a public repository of structured organic reaction records. describe an organic reaction: reactants, conditions, products, and yield The reactants are C#CCN(Cc1cc2c(=O)n(C)c(COS(C)(=O)=O)nc2cc1Cl)c1ccc(C(=O)OC(C)(C)C)cc1, ClCCl, OC1CCNCC1. Yields the product C#CCN(Cc1cc2c(=O)n(C)c(CN3CCC(O)CC3)nc2cc1Cl)c1ccc(C(=O)OC(C)(C)C)cc1. Reaction SMILES: [Cl:1][c:2]1[c:3]([CH2:20][N:21]([CH2:22][C:23]#[CH:24])[c:25]2[cH:26][cH:27][c:28]([C:29](=[O:30])[O:31][C:32]([CH3:33])([CH3:34])[CH3:35])[cH:36][cH:37]2)[cH:4][c:5]2[c:6](=[O:19])[n:7]([CH3:18])[c:8]([CH2:12][O:13][S:14]([CH3:15])(=[O:16])=[O:17])[n:9][c:10]2[cH:11]1.[Cl:45][CH2:46][Cl:47].[OH:38][CH:39]1[CH2:40][CH2:41][NH:42][CH2:43][CH2:44]1>>[Cl:1][c:2]1[c:3]([CH2:20][N:21]([CH2:22][C:23]#[CH:24])[c:25]2[cH:26][cH:27][c:28]([C:29](=[O:30])[O:31][C:32]([CH3:33])([CH3:34])[CH3:35])[cH:36][cH:37]2)[cH:4][c:5]2[c:6](=[O:19])[n:7]([CH3:18])[c:8]([CH2:12][N:42]3[CH2:41][CH2:40][CH:39]([OH:38])[CH2:44][CH2:43]3)[n:9][c:10]2[cH:11]1. Starting materials: C(=O)(O)[C@@H]1N(CCC1)C(CCCCC(=O)N1[C@H](CCC1)C(=O)O)=O ((R)-1-[6-[(R)-2-carboxy-pyrrolidin-1-yl]-6-oxo-hexanoyl]-pyrrolidine-2-carboxylic acid). The solvent is C(CC=C)O (3-buten-1-ol). Conditions: time 72 hour. Yields the product C(CC=C)OC(=O)[C@@H]1N(CCC1)C(CCCCC(=O)N1[C@H](CCC1)C(=O)OCCC=C)=O ((R)-1-[6-[(R)-2-but-3-enyloxycarbonyl-pyrrolidin-1-yl]-6-oxo-hexanoyl]-pyrrolidine-2-carboxylic acid but-3-enyl ester). The yield is 72.8%. As a reaction SMILES: [C:1]([C@H:4]1[CH2:8][CH2:7][CH2:6][N:5]1[C:9](=[O:24])[CH2:10][CH2:11][CH2:12][CH2:13][C:14]([N:16]1[CH2:20][CH2:19][CH2:18][C@@H:17]1[C:21]([OH:23])=[O:22])=[O:15])([OH:3])=[O:2]>C(O)CC=C>[CH2:7]([O:22][C:21]([C@H:17]1[CH2:18][CH2:19][CH2:20][N:16]1[C:14](=[O:15])[CH2:13][CH2:12][CH2:11][CH2:10][C:9]([N:5]1[CH2:6][CH2:7][CH2:8][C@@H:4]1[C:1]([O:3][CH2:12][CH2:11][CH:10]=[CH2:9])=[O:2])=[O:24])=[O:23])[CH2:8][CH:4]=[CH2:1]. Procedure: A mixture of 1.02 g (3 mmol) (R)-1-[6-[(R)-2-carboxy-pyrrolidin-1-yl]-6-oxo-hexanoyl]-pyrrolidine-2-carboxylic acid and 3 g Amberlite® IR120 in 25 ml 3-buten-1-ol were stirred at room temperature for 72 hours. After filtration the solvent was distilled off, the residue was taken up in dichloromethane and extracted with 2% aqueous sodium bicarbonate. The organic extract was dried with sodium sulfate and the solvent was distilled off to yield 490 mg (37%) (R)-1-[6-[(R)-2-but-3-enyloxycarbonyl-pyrr...